Dataset: the Open Reaction Database (ORD), a public repository of structured organic reaction records. Task: describe an organic reaction: reactants, conditions, products, and yield Starting materials: IC=1C=C(CN2CCCC2)C=CC1 (1-(3-iodo-benzyl)-pyrrolidine), O([Li])C(C)(C)C (LiOtBu), CC1=CC(=NC=C1)NC1=NC(=CC=C1)C1=CN=C(O1)C1=CC(=CC=C1)CN1CCCC1 ((4-Methyl-pyridin-2-yl)-{6-[2-(3-pyrrolidin-1-ylmethyl-phenyl)-oxazol-5-yl]-pyridin-2-yl}-amine), CC1=CC(=NC=C1)NC1=CC=CC(=N1)C1=CN=C(O1)C=CC1=CC=C(C#N)C=C1 (4-(2-{5-[6-(4-methyl-pyridin-2-ylamino)-pyridin-2-yl]-oxazol-2-yl}-vinyl)-benzonitrile), CC1=CC(=NC=C1)NC1=NC(=CC=C1)C1=CN=CO1 ((4-methyl-pyridin-2-yl)-(6-oxazol-5-yl-pyridin-2-yl)-amine), Cl (HCl). The reagents and catalysts are C=1C=CC(=CC1)[P](C=2C=CC=CC2)(C=3C=CC=CC3)[Pd]([P](C=4C=CC=CC4)(C=5C=CC=CC5)C=6C=CC=CC6)([P](C=7C=CC=CC7)(C=8C=CC=CC8)C=9C=CC=CC9)[P](C=1C=CC=CC1)(C=1C=CC=CC1)C=1C=CC=CC1 (Pd(PPh3)4). Run in O1CCOCC1 (1,4-dioxane), CCOC(=O)C (EtOAc). Yields the product Cl.CC1=CC(=NC=C1)NC1=NC(=CC=C1)C1=CN=C(O1)C1=CC(=CC=C1)CN1CCCC1 ((4-methyl-pyridin-2-yl)-{6-[2-(3-pyrrolidin-1-ylmethyl-phenyl)-oxazol-5-yl]-pyridin-2-yl}-amine hydrochloride). The yield is 35.0%. Reaction SMILES: [CH3:1][C:2]1[CH:7]=[CH:6][N:5]=[C:4]([NH:8][C:9]2[CH:14]=[CH:13][CH:12]=[C:11]([C:15]3[O:19][C:18]([C:20]4[CH:25]=[CH:24][CH:23]=[C:22]([CH2:26][N:27]5[CH2:31][CH2:30][CH2:29][CH2:28]5)[CH:21]=4)=[N:17][CH:16]=3)[N:10]=2)[CH:3]=1.CC1C=CN=C(NC2N=C(C3OC(C=CC4C=CC(C#N)=CC=4)=NC=3)C=CC=2)C=1.CC1C=CN=C(NC2C=CC=C(C3OC=NC=3)N=2)C=1.IC1C=C(C=CC=1)CN1CCCC1.O(C(C)(C)C)[Li].[ClH:99]>CCOC(C)=O.C1C=CC([P]([Pd]([P](C2C=CC=CC=2)(C2C=CC=CC=2)C2C=CC=CC=2)([P](C2C=CC=CC=2)(C2C=CC=CC=2)C2C=CC=CC=2)[P](C2C=CC=CC=2)(C2C=CC=CC=2)C2C=CC=CC=2)(C2C=CC=CC=2)C2C=CC=CC=2)=CC=1.O1CCOCC1>[ClH:99].[CH3:1][C:2]1[CH:7]=[CH:6][N:5]=[C:4]([NH:8][C:9]2[CH:14]=[CH:13][CH:12]=[C:11]([C:15]3[O:19][C:18]([C:20]4[CH:25]=[CH:24][CH:23]=[C:22]([CH2:26][N:27]5[CH2:31][CH2:30][CH2:29][CH2:28]5)[CH:21]=4)=[N:17][CH:16]=3)[N:10]=2)[CH:3]=1 |f:9.10,^1:109,111,130,149|. Procedure details: (4-Methyl-pyridin-2-yl)-{6-[2-(3-pyrrolidin-1-ylmethyl-phenyl)-oxazol-5-yl]-pyridin-2-yl}-amine was then prepared as for 4-(2-{5-[6-(4-methyl-pyridin-2-ylamino)-pyridin-2-yl]-oxazol-2-yl}-vinyl)-benzonitrile above using (4-methyl-pyridin-2-yl)-(6-oxazol-5-yl-pyridin-2-yl)-amine (Example 008), 1-(3-iodo-benzyl)-pyrrolidine, Pd(PPh3)4, LiOtBu and anhydrous 1,4-dioxane. The isolated material was taken up in EtOAc and treated with HCl (2M in ether) to afford the title compound as a beige solid (35%)... Starting materials: C(C1=NC2=CC=CC=C2C=C1)(=O)O (Quinaldic acid), N[C@@H](C(C)C)C(=O)N[C@@H](CC1=CC=CC=C1)[C@H]([C@@H]([C@H](CC1=CC=CC=C1)NC([C@@H](N)C(C)C)=O)O)O ((2S,3R,4R,5S)-2,5-Di-(N-(valinyl)amino)-3,4-dihydroxy-1,6-diphenylhexane), N=C=N (carbodiimide). Yields the product N1=C(C=CC2=CC=CC=C12)C(=O)N[C@@H](C(C)C)C(=O)N[C@@H](CC1=CC=CC=C1)[C@H]([C@@H]([C@H](CC1=CC=CC=C1)NC([C@@H](NC(=O)C1=NC2=CC=CC=C2C=C1)C(C)C)=O)O)O ((2S,3R,4R,5S)-2,5-Di-(N-(quinoline-2-carbonyl)-valinyl-amino)-3,4-dihydroxy-1,6-diphenylhexane). Reaction SMILES: [C:1]([OH:13])(=O)[C:2]1[CH:11]=[CH:10][C:9]2[C:4](=[CH:5][CH:6]=[CH:7][CH:8]=2)[N:3]=1.[NH2:14][C@H:15]([C:19]([NH:21][C@H:22]([C@@H:30]([OH:49])[C@H:31]([OH:48])[C@@H:32]([NH:40][C:41](=[O:47])[C@H:42]([CH:44]([CH3:46])[CH3:45])[NH2:43])[CH2:33][C:34]1[CH:39]=[CH:38][CH:37]=[CH:36][CH:35]=1)[CH2:23][C:24]1[CH:29]=[CH:28][CH:27]=[CH:26][CH:25]=1)=[O:20])[CH:16]([CH3:18])[CH3:17].N=[C:51]=[NH:52]>>[N:52]1[C:51]2[C:9](=[CH:8][CH:7]=[CH:6][CH:5]=2)[CH:10]=[CH:11][C:2]=1[C:1]([NH:14][C@H:15]([C:19]([NH:21][C@H:22]([C@@H:30]([OH:49])[C@H:31]([OH:48])[C@@H:32]([NH:40][C:41](=[O:47])[C@H:42]([CH:44]([CH3:45])[CH3:46])[NH:43][C:1]([C:2]1[CH:11]=[CH:10][C:9]2[C:4](=[CH:5][CH:6]=[CH:7][CH:8]=2)[N:3]=1)=[O:13])[CH2:33][C:34]1[CH:35]=[CH:36][CH:37]=[CH:38][CH:39]=1)[CH2:23][C:24]1[CH:29]=[CH:28][CH:27]=[CH:26][CH:25]=1)=[O:20])[CH:16]([CH3:18])[CH3:17])=[O:13]. Reported procedure: Quinaldic acid was coupled to the resultant compound of Example 173 using the carbodiimide coupling procedure of Example 55 to provide the desired compound. Reactants: Cn1cc(C(=O)O)c(C(F)F)n1, COc1ccc(N)cc1. Reagents/catalysts: C1CCN(C1)[P+](N2CCCC2)(N3CCCC3)ON4C5=C(C=CC(=C5)Cl)N=N4.F[P-](F)(F)(F)(F)F (PyClocK), CCN(C(C)C)C(C)C (DIPEA). The solvent is CN(C)C=O (DMF), CN(C)C=O (DMF), CN(C)C=O (DMF), CN(C)C=O (DMF), CN(C)C=O (DMF), CN(C)C=O (DMF). Conditions: temperature 25 celsius, time 2 hour. The product is COc1ccc(NC(=O)c2cn(C)nc2C(F)F)cc1. Isolated yield 68.5%. RXN SMILES: COc1ccc(N)cc1.Cn1cc(C(=O)O)c(C(F)F)n1.C1CCN(C1)[P+](N2CCCC2)(N3CCCC3)ON4C5=C(C=CC(=C5)Cl)N=N4.F[P-](F)(F)(F)(F)F.CCN(C(C)C)C(C)C.CN(C)C=O>>COc1ccc(NC(=O)c2cn(C)nc2C(F)F)cc1. The reactants are C[Si](CCOCN1N=CC(=C1)C(C)=O)(C)C (1-(1-{[2-(Trimethylsilyl)ethoxy]methyl}-1H-pyrazol-4-yl)ethanone), [BH4-].[Na+] (sodium borohydride), C(C)(=O)OCC (ethyl acetate). Solvent: CO (methanol). Conditions: time 90 minute. Product: C[Si](CCOCN1N=CC(=C1)C(C)O)(C)C (1-(1-{[2-(Trimethylsilyl)ethoxy]methyl}-1H-pyrazol-4-yl)ethanol). Reaction SMILES: [CH3:1][Si:2]([CH3:16])([CH3:15])[CH2:3][CH2:4][O:5][CH2:6][N:7]1[CH:11]=[C:10]([C:12](=[O:14])[CH3:13])[CH:9]=[N:8]1.[BH4-].[Na+].C(OCC)(=O)C>CO>[CH3:15][Si:2]([CH3:1])([CH3:16])[CH2:3][CH2:4][O:5][CH2:6][N:7]1[CH:11]=[C:10]([CH:12]([OH:14])[CH3:13])[CH:9]=[N:8]1 |f:1.2|. Reported procedure: 1-(1-{[2-(Trimethylsilyl)ethoxy]methyl}-1H-pyrazol-4-yl)ethanone (39.7 mg, 0.17 mmol) in methanol (2 mL) was mixed with sodium borohydride (12.5 mg, 0.34 mmol) and stirred at room temperature for 90 minutes. After completion of the reaction, the reaction solution was mixed with ethyl acetate and washed with saturated aqueous sodium chloride. The organic layer was dried over anhydrous sodium sulfate and evaporated under reduced pressure. The resulting crude reaction product containing the desired... Reactants: C1CCNC1, COC(=O)C1CCC(C)(C)CN1, Cl. Product: CC1(C)CCC(C(=O)N2CCCC2)NC1. As a reaction SMILES: [CH2:14]1[CH2:15][CH2:16][NH:17][CH2:18]1.[CH3:2][O:3][C:4]([CH:5]1[NH:6][CH2:7][C:8]([CH3:11])([CH3:12])[CH2:9][CH2:10]1)=[O:13].[ClH:1]>>[C:4]([CH:5]1[NH:6][CH2:7][C:8]([CH3:11])([CH3:12])[CH2:9][CH2:10]1)(=[O:13])[N:17]1[CH2:16][CH2:15][CH2:14][CH2:18]1. The reactants are CNC(=O)c1c2cc(C3CC3)c(N(CCO)S(C)(=O)=O)cc2nn1-c1ccc(F)cc1, O=C1OC(=O)c2ccccc21, c1ccncc1. Yields the product CNC(=O)c1c2cc(C3CC3)c(N(CCOC(=O)c3ccccc3C(=O)O)S(C)(=O)=O)cc2nn1-c1ccc(F)cc1. As a reaction SMILES: [CH:1]1([c:4]2[cH:5][c:6]3[c:7]([C:28](=[O:29])[NH:30][CH3:31])[n:8](-[c:21]4[cH:22][cH:23][c:24]([F:27])[cH:25][cH:26]4)[n:9][c:10]3[cH:11][c:12]2[N:13]([S:14](=[O:15])(=[O:16])[CH3:17])[CH2:18][CH2:19][OH:20])[CH2:2][CH2:3]1.[O:32]=[C:33]1[O:34][C:35](=[O:36])[c:37]2[cH:38][cH:39][cH:40][cH:41][c:42]21.[cH:43]1[cH:44][cH:45][n:46][cH:47][cH:48]1>>[CH:1]1([c:4]2[cH:5][c:6]3[c:7]([C:28](=[O:29])[NH:30][CH3:31])[n:8](-[c:21]4[cH:22][cH:23][c:24]([F:27])[cH:25][cH:26]4)[n:9][c:10]3[cH:11][c:12]2[N:13]([S:14](=[O:15])(=[O:16])[CH3:17])[CH2:18][CH2:19][O:20][C:35](=[O:36])[c:37]2[cH:38][cH:39][cH:40][cH:41][c:42]2[C:33](=[O:32])[OH:34])[CH2:2][CH2:3]1. Starting materials: C(C1=CC=CC=C1)ON([C@@H]1CC[C@H](N(C1)C(=O)OC(C)(C)C)C1=NOC=N1)C(=O)Cl ((2S,5R)-tert-butyl 5-(benzyloxy(chlorocarbonyl)amino)-2-(1,2,4-oxadiazol-3-yl)piperidine-1-carboxylate), Cl (HCl). Run in O1CCOCC1 (dioxane). Run at time 2 hour. Yields the product O1N=C(N=C1)[C@@H]1CC[C@H](CN1)N(C(=O)Cl)OCC1=CC=CC=C1 ((3R,6S)-6-(1,2,4-oxadiazol-3-yl)piperidin-3-yl(benzyloxy)carbamic chloride). Isolated yield 113.5%. As a reaction SMILES: [CH2:1]([O:8][N:9]([C:28]([Cl:30])=[O:29])[C@H:10]1[CH2:15][N:14](C(OC(C)(C)C)=O)[C@H:13]([C:23]2[N:27]=[CH:26][O:25][N:24]=2)[CH2:12][CH2:11]1)[C:2]1[CH:7]=[CH:6][CH:5]=[CH:4][CH:3]=1.Cl>O1CCOCC1>[O:25]1[CH:26]=[N:27][C:23]([C@H:13]2[NH:14][CH2:15][C@H:10]([N:9]([O:8][CH2:1][C:2]3[CH:7]=[CH:6][CH:5]=[CH:4][CH:3]=3)[C:28]([Cl:30])=[O:29])[CH2:11][CH2:12]2)=[N:24]1. Procedure details: A mixture of (2S,5R)-tert-butyl 5-(benzyloxy(chlorocarbonyl)amino)-2-(1,2,4-oxadiazol-3-yl)piperidine-1-carboxylate (1.6 g), and 4 N HCl in dioxane (18 mL), was stirred at rt for 2 hrs. The solvent was then removed under vacuum to give (3R,6S)-6-(1,2,4-oxadiazol-3-yl)piperidin-3-yl(benzyloxy)carbamic chloride (1.4 g) as a white solid, which was used directly in the next step. ESI-MS (EI+, m/z): 301.0. The reactants are CCO, CC(C)(C)OC(=O)N1C2CCC1CNC2, CCN(C(C)C)C(C)C, FC(F)(F)c1nnc2ccc(Cl)nn12. The product is CC(C)(C)OC(=O)N1C2CCC1CN(c1ccc3nnc(C(F)(F)F)n3n1)C2. Reaction SMILES: [CH3:39][CH2:40][OH:41].[CH:15]12[CH2:16][NH:17][CH2:18][CH:19]([CH2:20][CH2:21]1)[N:22]2[C:23](=[O:24])[O:25][C:26]([CH3:27])([CH3:28])[CH3:29].[CH:30]([N:31]([CH2:32][CH3:33])[CH:34]([CH3:35])[CH3:36])([CH3:37])[CH3:38].[Cl:1][c:2]1[cH:3][cH:4][c:5]2[n:6]([n:7]1)[c:8]([C:11]([F:12])([F:13])[F:14])[n:9][n:10]2>>[c:2]1([N:17]2[CH2:16][CH:15]3[CH2:21][CH2:20][CH:19]([CH2:18]2)[N:22]3[C:23](=[O:24])[O:25][C:26]([CH3:27])([CH3:28])[CH3:29])[cH:3][cH:4][c:5]2[n:6]([n:7]1)[c:8]([C:11]([F:12])([F:13])[F:14])[n:9][n:10]2.